describe an organic reaction: reactants, conditions, products, and yield From a dataset of the Open Reaction Database (ORD), a public repository of structured organic reaction records. Starting materials: C([O-])([O-])=O.[K+].[K+] (potassium carbonate), ClC1=C(C=C(C=C1)C(F)(F)F)[N+](=O)[O-] (4-chloro-3-nitrobenzotrifluoride), OC=1C=C(C(=O)O)C=CC1 (3-Hydroxybenzoic acid). Run in CN(C=O)C (dimethylformamide). Yields the product [N+](=O)([O-])C1=C(OC=2C=C(C(=O)O)C=CC2)C=CC(=C1)C(F)(F)F (3(2-nitro-4-trifluoromethylphenoxy) benzoic acid). Isolated yield 73.5%. Reaction SMILES: [OH:1][C:2]1[CH:3]=[C:4]([CH:8]=[CH:9][CH:10]=1)[C:5]([OH:7])=[O:6].C(=O)([O-])[O-].[K+].[K+].Cl[C:18]1[CH:23]=[CH:22][C:21]([C:24]([F:27])([F:26])[F:25])=[CH:20][C:19]=1[N+:28]([O-:30])=[O:29]>CN(C)C=O>[N+:28]([C:19]1[CH:20]=[C:21]([C:24]([F:25])([F:26])[F:27])[CH:22]=[CH:23][C:18]=1[O:1][C:2]1[CH:3]=[C:4]([CH:8]=[CH:9][CH:10]=1)[C:5]([OH:7])=[O:6])([O-:30])=[O:29] |f:1.2.3|. Procedure details: 3-Hydroxybenzoic acid (13.8 g) in dry dimethylformamide (100 ml) was heated and stirred for 7 hours at 100° with anhydrous potassium carbonate (26 g) and 4-chloro-3-nitrobenzotrifluoride (22.5 g). The mixture was then evaporated to a small volume under reduced pressure and diluted with water. With warming, a dark solution was obtained. Acidification gave a white precipitate; this was washed with water and recrystallised from a mixture of methanol and water to give 3(2-nitro-4-trifluoromethylphen... Reactants: CC(C)(C)OC(=O)N1CCC(O)C1, C1CCOC1, ClCc1cccnc1, Cl, [H-], [Na+]. Yields the product CC(C)(C)OC(=O)N1CCC(OCc2cccnc2)C1. As a reaction SMILES: [C:3]([CH3:4])([CH3:5])([CH3:6])[O:7][C:8](=[O:9])[N:10]1[CH2:11][CH:12]([OH:15])[CH2:13][CH2:14]1.[CH2:25]1[O:26][CH2:27][CH2:28][CH2:29]1.[Cl:16][CH2:17][c:18]1[cH:19][n:20][cH:21][cH:22][cH:23]1.[ClH:24].[H-:2].[Na+:1]>>[C:3]([CH3:4])([CH3:5])([CH3:6])[O:7][C:8](=[O:9])[N:10]1[CH2:11][CH:12]([O:15][CH2:17][c:18]2[cH:19][n:20][cH:21][cH:22][cH:23]2)[CH2:13][CH2:14]1. Starting materials: C1CCOC1, [Li]CCCC, CC(C)NC(C)C, CC(C)[N-]C(C)C, Fc1cccc(I)c1, [Li+], CN(C)C=O. Product: O=Cc1c(F)cccc1I. Reaction SMILES: [CH2:34]1[O:35][CH2:36][CH2:37][CH2:38]1.[CH2:9]([Li:10])[CH2:11][CH2:12][CH3:13].[CH:14]([NH:15][CH:16]([CH3:17])[CH3:18])([CH3:19])[CH3:20].[CH:1]([N-:2][CH:3]([CH3:4])[CH3:5])([CH3:6])[CH3:7].[F:21][c:22]1[cH:23][c:24]([I:28])[cH:25][cH:26][cH:27]1.[Li+:8].[O:29]=[CH:30][N:31]([CH3:32])[CH3:33]>>[F:21][c:22]1[c:23]([CH:30]=[O:29])[c:24]([I:28])[cH:25][cH:26][cH:27]1. Starting materials: O=C1NS(C2=C1C=CC1=CC=CC=C12)(=O)=O (3-oxo-naphth[2,1-d]isothiazoline-1,1-dioxide), [Na] (sodium), ClCC(=O)OC (methyl chloroacetate). The solvent is CO (methanol). Conditions: time 2.5 hour. Yields the product COC(CN1S(C2=C(C1=O)C=CC1=CC=CC=C12)(=O)=O)=O (3-oxo-naphth[2,1-d]isothiazoline-2-acetic acid methyl ester-1,1-dioxide). Yield: 98.3%. RXN SMILES: [O:1]=[C:2]1[C:6]2[CH:7]=[CH:8][C:9]3[C:14]([C:5]=2[S:4](=[O:16])(=[O:15])[NH:3]1)=[CH:13][CH:12]=[CH:11][CH:10]=3.[Na].Cl[CH2:19][C:20]([O:22][CH3:23])=[O:21]>CO>[CH3:23][O:22][C:20](=[O:21])[CH2:19][N:3]1[C:2](=[O:1])[C:6]2[CH:7]=[CH:8][C:9]3[C:14]([C:5]=2[S:4]1(=[O:16])=[O:15])=[CH:13][CH:12]=[CH:11][CH:10]=3 |^1:16|. Procedure details: 70.0 gm (0.30 mol) of 3-oxo-naphth[2,1-d]isothiazoline-1,1-dioxide were added to a solution of 7.82 gm (0.34 gm-atom) of sodium in 300 ml of absolute methanol. The majority of the alcohol was subsequently distilled off, and the residual sodium salt of 3-oxo-naphth[2,1-d]isothiazoline-1,1-dioxide was dissolved in 100 ml of absolute dimethylsulfoxide. At a temperature of 50° C, 43.41 gm (0.40 mol) of methyl chloroacetate were added dropwise to this solution. The resulting mixture was stirred at ro... Starting materials: FC1=C(C=CC(=C1)F)C1=NC(=NC=N1)NC1=CC(=CC=C1)CS(=O)(=O)C (4-(2,4-difluorophenyl)-N-{3-[(methylsulfonyl)methyl]phenyl}-1,3,5-triazin-2-amine), intermediate 42.1, FC1=C(CO)C=CC=C1 (2-fluorobenzyl alcohol). Yields the product FC1=CC(=C(C=C1)C1=NC(=NC=N1)NC1=CC(=CC=C1)CS(=O)(=O)C)OCC1=C(C=CC=C1)F (4-{4-Fluoro-2-[(2-fluorobenzyl)oxy]phenyl}-N-{3-[(methylsulfonyl)methyl]phenyl}-1,3,5-triazin-2-amine). RXN SMILES: F[C:2]1[CH:7]=[C:6]([F:8])[CH:5]=[CH:4][C:3]=1[C:9]1[N:14]=[CH:13][N:12]=[C:11]([NH:15][C:16]2[CH:21]=[CH:20][CH:19]=[C:18]([CH2:22][S:23]([CH3:26])(=[O:25])=[O:24])[CH:17]=2)[N:10]=1.[F:27][C:28]1[CH:35]=[CH:34][CH:33]=[CH:32][C:29]=1[CH2:30][OH:31]>>[F:8][C:6]1[CH:5]=[CH:4][C:3]([C:9]2[N:14]=[CH:13][N:12]=[C:11]([NH:15][C:16]3[CH:21]=[CH:20][CH:19]=[C:18]([CH2:22][S:23]([CH3:26])(=[O:25])=[O:24])[CH:17]=3)[N:10]=2)=[C:2]([O:31][CH2:30][C:29]2[CH:32]=[CH:33][CH:34]=[CH:35][C:28]=2[F:27])[CH:7]=1. Procedure details: Starting with 4-(2,4-difluorophenyl)-N-{3-[(methylsulfonyl)methyl]phenyl}-1,3,5-triazin-2-amine (70 mg; 0.184 mmol), intermediate 42.1, and 2-fluorobenzyl alcohol (94.8 mg; 0.736 mmol), example 710 was prepared analogously to the procedure for the preparation of example 42. Starting materials: C(C)(C)(C)OC(=O)N1CCN(CC1)C1=CC=C(C=C1)C(=O)O (4-(4-carboxy-phenyl)-piperazine-1-carboxylic acid tert-butyl ester), C1=C(C=CC2=CC=CC=C12)N (naphthalen-2-ylamine), C(C)(C)(C)OC(=O)N1CCN(CC1)C1=CC=C(C=C1)C(NC1=CC(=CC=C1)C(C)(C)C)=O (4-[4-(3-tert-butyl-phenylcarbamoyl)-phenyl]-piperazine-1-carboxylic acid tert-butyl ester). Product: C(C)(C)(C)OC(=O)N1CCN(CC1)C1=CC=C(C=C1)C(NC1=CC2=CC=CC=C2C=C1)=O (4-[4-(Naphthalen-2-ylcarbamoyl)-phenyl]-piperazine-1-carboxylic acid tert-butyl ester). As a reaction SMILES: [C:1]([O:5][C:6]([N:8]1[CH2:13][CH2:12][N:11]([C:14]2[CH:19]=[CH:18][C:17]([C:20](O)=[O:21])=[CH:16][CH:15]=2)[CH2:10][CH2:9]1)=[O:7])([CH3:4])([CH3:3])[CH3:2].[CH:23]1[C:32]2[C:27](=[CH:28][CH:29]=[CH:30][CH:31]=2)[CH:26]=[CH:25][C:24]=1[NH2:33].C(OC(N1CCN(C2C=CC(C(=O)NC3C=CC=C(C(C)(C)C)C=3)=CC=2)CC1)=O)(C)(C)C>>[C:1]([O:5][C:6]([N:8]1[CH2:13][CH2:12][N:11]([C:14]2[CH:19]=[CH:18][C:17]([C:20](=[O:21])[NH:33][C:24]3[CH:25]=[CH:26][C:27]4[C:32](=[CH:31][CH:30]=[CH:29][CH:28]=4)[CH:23]=3)=[CH:16][CH:15]=2)[CH2:10][CH2:9]1)=[O:7])([CH3:2])([CH3:3])[CH3:4]. Reported procedure: 4-[4-(Naphthalen-2-ylcarbamoyl)-phenyl]-piperazine-1-carboxylic acid tert-butyl ester was synthesized from 4-(4-carboxy-phenyl)-piperazine-1-carboxylic acid tert-butyl ester and naphthalen-2-ylamine in a manner similar to the one described in the synthesis of 4-[4-(3-tert-butyl-phenylcarbamoyl)-phenyl]-piperazine-1-carboxylic acid tert-butyl ester, above. LCMS calcd for C26H29N3O3 (m/e) 431, obsd 432 (M+H). The reactants are CO (methanol), C[O-].[Na+] (Sodium methanolate), C(C(C)O)O.CO (propylene glycol methanol). The solvent is C1(OCC(C)O1)=O (propylene carbonate), C1(OCC(C)O1)=O (propylene carbonate). Yields the product C(C(C)O)O (propylene glycol), C(OC)(OC)=O (dimethyl carbonate). RXN SMILES: [CH3:1][O-:2].[Na+].[CH2:4]([OH:8])[CH:5]([OH:7])[CH3:6].[CH3:9][OH:10].CO>C1(=O)OC(C)CO1>[CH2:4]([OH:8])[CH:5]([OH:7])[CH3:6].[C:4](=[O:8])([O:10][CH3:9])[O:2][CH3:1] |f:0.1,2.3|. Reported procedure: In a process as described in FIG. 1 7 t/h (tonnes per hour) propylene carbonate is fed into the upper part of a reactive distillation zone. Sodium methanolate in 0.5 t/h propylene glycol/methanol mixture as transesterification catalyst is also passed into the upper part of zone in an amount of 0.05 t/h. Twenty t/h methanol, fed into a lower part of the distillation zone, passes upward, and reacts with the propylene carbonate to form propylene glycol product and dimethyl carbonate. The propylene ... The reactants are C(C)(C)(C)OC(=O)N1CCN(CC1)C(=O)CN1C(CCN(C2=C1C=CC=C2)C(C2=CC=C(C=C2)NC(C2=C(C=CC=C2)C2=CC=C(C=C2)C)=O)=O)=O (1-[(4-tert-butoxycarbonyl-1piperazinyl)carbonylmethyl]-5-{4-[2-(4-methylphenyl)benzoylamino]benzoyl}-1,3,4,5-tetrahydro-1,5-benzodiazepin-2(2H)-one), C(C)(=O)OCC.Cl (hydrogen chloride - ethyl acetate). The solvent is C(C)(=O)OCC (ethyl acetate). Conditions: time 12 hour. The product is CC1=CC=C(C=C1)C1=C(C(=O)NC2=CC=C(C(=O)N3CCC(N(C4=C3C=CC=C4)CC(=O)N4CCNCC4)=O)C=C2)C=CC=C1 (5-{4-[2-(4-methylphenyl)benzoylamino]benzoyl}-1-[(1-piperazinyl)carbonylmethyl]-1,3,4,5-tetrahydro-1,5-benzodiazepin-2(2H)-one). Yield: 45.1%. RXN SMILES: C(OC([N:8]1[CH2:13][CH2:12][N:11]([C:14]([CH2:16][N:17]2[C:23]3[CH:24]=[CH:25][CH:26]=[CH:27][C:22]=3[N:21]([C:28](=[O:51])[C:29]3[CH:34]=[CH:33][C:32]([NH:35][C:36](=[O:50])[C:37]4[CH:42]=[CH:41][CH:40]=[CH:39][C:38]=4[C:43]4[CH:48]=[CH:47][C:46]([CH3:49])=[CH:45][CH:44]=4)=[CH:31][CH:30]=3)[CH2:20][CH2:19][C:18]2=[O:52])=[O:15])[CH2:10][CH2:9]1)=O)(C)(C)C.C(OCC)(=O)C.Cl>C(OCC)(=O)C>[CH3:49][C:46]1[CH:47]=[CH:48][C:43]([C:38]2[CH:39]=[CH:40][CH:41]=[CH:42][C:37]=2[C:36]([NH:35][C:32]2[CH:33]=[CH:34][C:29]([C:28]([N:21]3[C:22]4[CH:27]=[CH:26][CH:25]=[CH:24][C:23]=4[N:17]([CH2:16][C:14]([N:11]4[CH2:10][CH2:9][NH:8][CH2:13][CH2:12]4)=[O:15])[C:18](=[O:52])[CH2:19][CH2:20]3)=[O:51])=[CH:30][CH:31]=2)=[O:50])=[CH:44][CH:45]=1 |f:1.2|. Procedure details: To a solution of 1-[(4-tert-butoxycarbonyl-1piperazinyl)carbonylmethyl]-5-{4-[2-(4-methylphenyl)benzoylamino]benzoyl}-1,3,4,5-tetrahydro-1,5-benzodiazepin-2(2H)-one (150 mg) in ethyl acetate (5 ml) was added 4N hydrogen chloride - ethyl acetate solution, and then the mixture was stirred at ambient temperature for 12 hours. The solvents were evaporated in vacuo and the residue was diluted with saturated aqueous sodium bicarbonate solution, and then the aqueous layer was extracted with ethyl aceta... Product: C(C1=CC=CC=C1)N1C[C@]2(C(N(C(N2C)=O)C2=CC(=CC(=C2)Cl)Cl)=O)[C@@H](C1)C1=CC=C(C#N)C=C1 (4-[(5S*,9R*)-7-Benzyl-3-(3,5-dichlorophenyl)-1-methyl-2,4-dioxo-1,3,7-triazaspiro[4.4]non-9-yl]-benzonitrile). Starting materials: ClC=1C=C(C=C(C1)Cl)N1C(N(\C(\C1=O)=C\C1=CC=C(C#N)C=C1)C)=O ((E)-4-((1-(3,5-dichlorophenyl)-3-methyl-2,5-dioxoimidazolidin-4-ylidene)methyl)benzonitrile), C1N2CN3CN1CN(C2)C3 (hexamethylenetetramine), C(C1=CC=CC=C1)NCC(=O)O (N-benzylglycine), C1(=CC=CC=C1)C (toluene), ClC=1C=C(C=C(C1)Cl)N1C(N(\C(\C1=O)=C\C1=CC=C(C#N)C=C1)C)=O ((E)-4-((1-(3,5-dichlorophenyl)-3-methyl-2,5-dioxoimidazolidin-4-ylidene)methyl)benzonitrile). Procedure: A mixture of (E)-4-((1-(3,5-dichlorophenyl)-3-methyl-2,5-dioxoimidazolidin-4-ylidene)methyl)benzonitrile (1.05 g, 2.82 mmol), hexamethylenetetramine (0.395 g, 2.82 mmol), N-benzylglycine (1.17 g, 7.05 mmol), toluene (5 ml), and 1-methyl-2-pyrrolidinone (NMP, 10 ml) was heated to 140° C. The extent of reaction was monitored by HPLC. After 72 hours, the reaction had stopped short of completion. The ratio of product to starting material ((E)-4-((1-(3,5-dichlorophenyl)-3-methyl-2,5-dioxoimidazolidin... The solvent is CN1C(CCC1)=O (1-methyl-2-pyrrolidinone). As a reaction SMILES: [Cl:1][C:2]1[CH:3]=[C:4]([N:9]2[C:13](=[O:14])/[C:12](=[CH:15]\[C:16]3[CH:23]=[CH:22][C:19]([C:20]#[N:21])=[CH:18][CH:17]=3)/[N:11]([CH3:24])[C:10]2=[O:25])[CH:5]=[C:6]([Cl:8])[CH:7]=1.[CH2:26]1N2CN3CN(C2)[CH2:28][N:27]1[CH2:34]3.C(NCC(O)=O)[C:37]1[CH:42]=[CH:41][CH:40]=[CH:39][CH:38]=1.C1(C)C=CC=CC=1>CN1CCCC1=O>[CH2:26]([N:27]1[CH2:34][C@@H:15]([C:16]2[CH:17]=[CH:18][C:19]([C:20]#[N:21])=[CH:22][CH:23]=2)[C@:12]2([N:11]([CH3:24])[C:10](=[O:25])[N:9]([C:4]3[CH:5]=[C:6]([Cl:8])[CH:7]=[C:2]([Cl:1])[CH:3]=3)[C:13]2=[O:14])[CH2:28]1)[C:37]1[CH:42]=[CH:41][CH:40]=[CH:39][CH:38]=1. Conditions: temperature 140 celsius, time 72 hour.